Task: describe an organic reaction: reactants, conditions, products, and yield. Dataset: the Open Reaction Database (ORD), a public repository of structured organic reaction records Reactants: [Na+].ClC1=CC(=C(C=C1C)NCC(=O)[O-])[N+](=O)[O-] (N-(4′-chloro-5′-methyl-2′-nitrophenyl)glycine sodium salt), O.O.[Sn](Cl)Cl (tin (11) chloride dihydrate). Solvent: C(C)O (ethanol). Yields the product ClC1=C(C=C2NCC(NC2=C1)=O)C (7-Chloro-3,4-dihydro-6-methylquinoxaline-2(1H)-one). Yield: 66.2%. RXN SMILES: [Na+].[Cl:2][C:3]1[C:8]([CH3:9])=[CH:7][C:6]([NH:10][CH2:11][C:12]([O-])=[O:13])=[C:5]([N+:15]([O-])=O)[CH:4]=1.O.O.[Sn](Cl)Cl>C(O)C>[Cl:2][C:3]1[CH:4]=[C:5]2[C:6]([NH:10][CH2:11][C:12](=[O:13])[NH:15]2)=[CH:7][C:8]=1[CH3:9] |f:0.1,2.3.4|. Procedure details: A solution of N-(4′-chloro-5′-methyl-2′-nitrophenyl)glycine sodium salt (0.300 g, 1.23 mmol, as prepared above) and tin (11) chloride dihydrate (0.830 g, 3.68 mmol, Aldrich, used as received) in ethanol (4.0 mL) was refluxed for 30 min. It was then cooled to room temperature and the precipitated solid was filtered, washed with ethanol (1.0 mL) and dried under vacuum to yield 0.160 g (66%) of the title compound as a yellow powder; 1H NMR (DMSO-d6): δ 2.099 (s, 3H), 3.655 (s, 2H), 6.037 (s, 1H), 6... Reaction conditions: time 3 hour. Procedure: Ethinyl magnesium bromide (6 ml, 0.5 M in tetrahydrofuran) was added to an ice-cold solution that consists of 5-{3-[1-(2-fluoro-5-trifluoromethylphenyl)-cyclopropyl]-2-oxopropionylamino}phthalide (632 mg) in THF (4 ml). The reaction solution under argon was allowed to come to room temperature within 3 hours. Then, the reaction mixture was poured into ice-cold, saturated ammonium chloride solution. It was extracted with ethyl acetate. The combined organic phases were washed with saturated sodium ... The product is C(#C)C(C(=O)NC=1C=C2COC(=O)C2=CC1)(CC1(CC1)C1=C(C=CC(=C1)C(F)(F)F)F)O (rac-5-{2-Ethinyl-2-hydroxy-3-[1-(2-fluoro-5-trifluoromethylphenyl)-cyclopropyl]-propionylamino}phthalide). Solvent: C1CCOC1 (THF). The reactants are [Cl-].[NH4+] (ammonium chloride), C(#C)[Mg]Br (Ethinyl magnesium bromide), ice, FC1=C(C=C(C=C1)C(F)(F)F)C1(CC1)CC(C(=O)NC=1C=C2COC(=O)C2=CC1)=O (5-{3-[1-(2-fluoro-5-trifluoromethylphenyl)-cyclopropyl]-2-oxopropionylamino}phthalide). RXN SMILES: [C:1]([Mg]Br)#[CH:2].[F:5][C:6]1[CH:11]=[CH:10][C:9]([C:12]([F:15])([F:14])[F:13])=[CH:8][C:7]=1[C:16]1([CH2:19][C:20](=[O:34])[C:21]([NH:23][C:24]2[CH:25]=[C:26]3[C:31](=[CH:32][CH:33]=2)[C:29](=[O:30])[O:28][CH2:27]3)=[O:22])[CH2:18][CH2:17]1.[Cl-].[NH4+]>C1COCC1>[C:1]([C:20]([OH:34])([CH2:19][C:16]1([C:7]2[CH:8]=[C:9]([C:12]([F:15])([F:13])[F:14])[CH:10]=[CH:11][C:6]=2[F:5])[CH2:18][CH2:17]1)[C:21]([NH:23][C:24]1[CH:25]=[C:26]2[C:31](=[CH:32][CH:33]=1)[C:29](=[O:30])[O:28][CH2:27]2)=[O:22])#[CH:2] |f:2.3|. Starting materials: NCCNC=1N=C(C2=C(N1)N(C(C=C2)=O)C2=C(C=CC=C2F)F)C2=C(C=CC=C2)C (2-[(2-aminoethyl)amino]-8-(2,6-difluorophenyl)-4-(2-methylphenyl)pyrido[2,3-d]pyrimidin-7(8H)-one), C1=CC=C(C=C1)OC(=NC#N)OC2=CC=CC=C2 (diphenyl cyanocarbonimidate), solution, N (ammonia). The solvent is C(C)(C)O (isopropanol), C(C)(C)O (isopropanol). Run at temperature 20 celsius, time 1 hour. The product is C(#N)NC(=N)NCCNC=1N=C(C2=C(N1)N(C(C=C2)=O)C2=C(C=CC=C2F)F)C2=C(C=CC=C2)C (N-Cyano-N′-(2-{[8-(2,6-difluorophenyl)-4-(2-methylphenyl)-7-oxo-7,8-dihydropyrido[2,3-d]pyrimidin-2-yl]amino}ethyl) guanidine). Isolated yield 59.0%. RXN SMILES: [NH2:1][CH2:2][CH2:3][NH:4][C:5]1[N:6]=[C:7]([C:24]2[CH:29]=[CH:28][CH:27]=[CH:26][C:25]=2[CH3:30])[C:8]2[CH:14]=[CH:13][C:12](=[O:15])[N:11]([C:16]3[C:21]([F:22])=[CH:20][CH:19]=[CH:18][C:17]=3[F:23])[C:9]=2[N:10]=1.C1C=CC(O[C:38](OC2C=CC=CC=2)=[N:39][C:40]#[N:41])=CC=1.[NH3:49]>C(O)(C)C>[C:38]([NH:39][C:40]([NH:1][CH2:2][CH2:3][NH:4][C:5]1[N:6]=[C:7]([C:24]2[CH:29]=[CH:28][CH:27]=[CH:26][C:25]=2[CH3:30])[C:8]2[CH:14]=[CH:13][C:12](=[O:15])[N:11]([C:16]3[C:21]([F:22])=[CH:20][CH:19]=[CH:18][C:17]=3[F:23])[C:9]=2[N:10]=1)=[NH:41])#[N:49]. Reported procedure: To a solution of 2-[(2-aminoethyl)amino]-8-(2,6-difluorophenyl)-4-(2-methylphenyl)pyrido[2,3-d]pyrimidin-7(8H)-one (20 mg, 0.050 mmol) in isopropanol (2 mL) was added diphenyl cyanocarbonimidate (12 mg, 0.050 mmol) and the mixture was stirred for about 1 hour at about 20° C. A 2M solution of ammonia in isopropanol (2 ml) was added and the mixture stirred at about 20° C. for about 3 days. The solvent was evaporated and the residue redissolved in 2M ammonia in isopropanol (2 mL). The mixture was i... RXN SMILES: [CH3:52][S:53]([CH3:54])=[O:55].[CH:43]([N:44]([CH2:45][CH3:46])[CH:47]([CH3:48])[CH3:49])([CH3:50])[CH3:51].[Cl:2][c:3]1[n:4][c:5](-[c:21]2[c:22]([Cl:28])[cH:23][c:24]([Cl:27])[cH:25][cH:26]2)[cH:6][c:7]2[n:8]1[n:9][c:10]([CH:12]1[CH2:13][CH2:14][N:15]([CH:18]3[CH2:19][CH2:20]3)[CH2:16][CH2:17]1)[n:11]2.[ClH:1].[ClH:29].[ClH:30].[NH2:31][CH2:32][CH2:33][NH:34][c:35]1[n:36][cH:37][c:38]([C:39]#[N:40])[cH:41][cH:42]1>>[c:3]1([NH:31][CH2:32][CH2:33][NH:34][c:35]2[n:36][cH:37][c:38]([C:39]#[N:40])[cH:41][cH:42]2)[n:4][c:5](-[c:21]2[c:22]([Cl:28])[cH:23][c:24]([Cl:27])[cH:25][cH:26]2)[cH:6][c:7]2[n:8]1[n:9][c:10]([CH:12]1[CH2:13][CH2:14][N:15]([CH:18]3[CH2:19][CH2:20]3)[CH2:16][CH2:17]1)[n:11]2. Reactants: CS(C)=O, CCN(C(C)C)C(C)C, Clc1ccc(-c2cc3nc(C4CCN(C5CC5)CC4)nn3c(Cl)n2)c(Cl)c1, Cl, Cl, Cl, N#Cc1ccc(NCCN)nc1. Product: N#Cc1ccc(NCCNc2nc(-c3ccc(Cl)cc3Cl)cc3nc(C4CCN(C5CC5)CC4)nn23)nc1. Starting materials: chloride salt, acetate salt, CC(C)C[C@@H](C(=O)N[C@@H](C(C)C)C(=O)N[C@@H](CCC(=O)N)C(=O)N1CCC[C@H]1C(=O)NCC(=O)O)NC(=O)[C@H](C(C)C)NC(=O)CNC(=O)CN.CC(=O)O (Larazotide acetate), chloride salt, peptide. The solvent is O (water). The product is CC(C)C[C@@H](C(=O)N[C@@H](C(C)C)C(=O)N[C@@H](CCC(=O)N)C(=O)N1CCC[C@H]1C(=O)NCC(=O)O)NC(=O)[C@H](C(C)C)NC(=O)CNC(=O)CN (Larazotide). As a reaction SMILES: [CH3:1][CH:2]([CH2:4][C@H:5]([NH:36][C:37]([C@@H:39]([NH:43][C:44]([CH2:46][NH:47][C:48]([CH2:50][NH2:51])=[O:49])=[O:45])[CH:40]([CH3:42])[CH3:41])=[O:38])[C:6]([NH:8][C@H:9]([C:13]([NH:15][C@H:16]([C:22]([N:24]1[C@H:28]([C:29]([NH:31][CH2:32][C:33]([OH:35])=[O:34])=[O:30])[CH2:27][CH2:26][CH2:25]1)=[O:23])[CH2:17][CH2:18][C:19]([NH2:21])=[O:20])=[O:14])[CH:10]([CH3:12])[CH3:11])=[O:7])[CH3:3].CC(O)=O>O>[CH3:3][CH:2]([CH2:4][C@H:5]([NH:36][C:37]([C@@H:39]([NH:43][C:44]([CH2:46][NH:47][C:48]([CH2:50][NH2:51])=[O:49])=[O:45])[CH:40]([CH3:41])[CH3:42])=[O:38])[C:6]([NH:8][C@H:9]([C:13]([NH:15][C@H:16]([C:22]([N:24]1[C@H:28]([C:29]([NH:31][CH2:32][C:33]([OH:35])=[O:34])=[O:30])[CH2:27][CH2:26][CH2:25]1)=[O:23])[CH2:17][CH2:18][C:19]([NH2:21])=[O:20])=[O:14])[CH:10]([CH3:11])[CH3:12])=[O:7])[CH3:1] |f:0.1|. Procedure details: Solubilities of Larazotide acetate and the corresponding chloride salt in water were tested at 20° C. after 14 hours of vigorous stirring in the presence of residual solid. Concentrations of peptide are measured by standardized HPLC. The chloride salt is more soluble than the acetate salt. Reactants: CC(=O)[O-], CC(=O)O, CC(=O)OCC1OC(O[N+](=O)[O-])C(N=[N+]=[N-])C(OC(C)=O)C1OC(C)=O, [Na+], O. The product is CC(=O)OCC1OC(OC(C)=O)C(N=[N+]=[N-])C(OC(C)=O)C1OC(C)=O. Reaction SMILES: [CH3:28][C:29]([O-:30])=[O:31].[CH3:32][C:33](=[O:34])[OH:35].[N:1](=[N+:2]=[N-:3])[CH:4]1[CH:5]([O:6][N+:7]([O-:8])=[O:9])[O:10][CH:11]([CH2:22][O:23][C:24]([CH3:25])=[O:26])[CH:12]([O:18][C:19]([CH3:20])=[O:21])[CH:13]1[O:14][C:15]([CH3:16])=[O:17].[Na+:27].[OH2:36]>>[N:1](=[N+:2]=[N-:3])[CH:4]1[CH:5]([O:6][C:29]([CH3:28])=[O:30])[O:10][CH:11]([CH2:22][O:23][C:24]([CH3:25])=[O:26])[CH:12]([O:18][C:19]([CH3:20])=[O:21])[CH:13]1[O:14][C:15]([CH3:16])=[O:17].